This data is from the Open Reaction Database (ORD), a public repository of structured organic reaction records. The task is: describe an organic reaction: reactants, conditions, products, and yield The reactants are CC(C)(C)OC(=O)N1CCNCC1, CC(=O)O, CCOC(C)=O, O=Cc1cccc(Cl)c1, CC(Cl)Cl, [Na+], [OH-]. Yields the product CC(C)(C)OC(=O)N1CCN(Cc2cccc(Cl)c2)CC1. Reaction SMILES: [C:1]([CH3:2])([CH3:3])([CH3:4])[O:5][C:6](=[O:7])[N:8]1[CH2:9][CH2:10][NH:11][CH2:12][CH2:13]1.[C:23]([OH:24])(=[O:25])[CH3:26].[CH3:33][CH2:34][O:35][C:36]([CH3:37])=[O:38].[Cl:14][c:15]1[cH:16][c:17]([CH:18]=[O:19])[cH:20][cH:21][cH:22]1.[Cl:29][CH:30]([Cl:31])[CH3:32].[Na+:28].[OH-:27]>>[C:1]([CH3:2])([CH3:3])([CH3:4])[O:5][C:6](=[O:7])[N:8]1[CH2:9][CH2:10][N:11]([CH2:18][c:17]2[cH:16][c:15]([Cl:14])[cH:22][cH:21][cH:20]2)[CH2:12][CH2:13]1. As a reaction SMILES: [F:1][C:2]1[CH:3]=[C:4]([NH:24][C:25](=[O:36])[CH2:26][C:27]([NH:29][C:30]2[CH:35]=[CH:34][CH:33]=[CH:32][CH:31]=2)=[O:28])[CH:5]=[CH:6][C:7]=1[O:8][C:9]1[CH:14]=[CH:13][N:12]=[C:11]2[CH:15]=[C:16](C3N(C)C=CN=3)[S:17][C:10]=12.FC1C=C(N)C=CC=1OC1C=CN=C2C=C([C:54]3[N:58]([CH3:59])[CH:57]=[N:56][CH:55]=3)SC=12>>[F:1][C:2]1[CH:3]=[C:4]([NH:24][C:25](=[O:36])[CH2:26][C:27]([NH:29][C:30]2[CH:31]=[CH:32][CH:33]=[CH:34][CH:35]=2)=[O:28])[CH:5]=[CH:6][C:7]=1[O:8][C:9]1[CH:14]=[CH:13][N:12]=[C:11]2[CH:15]=[C:16]([C:54]3[N:58]([CH3:59])[CH:57]=[N:56][CH:55]=3)[S:17][C:10]=12. The reactants are FC=1C=C(C=CC1OC1=C2C(=NC=C1)C=C(S2)C=2N(C=CN2)C)NC(CC(=O)NC2=CC=CC=C2)=O (N1-(3-Fluoro-4-(2-(1-methyl-1H-imidazol-2-yl)thieno[3,2-b]pyridin-7-yloxy)phenyl)-N3-phenylmalonamide), FC=1C=C(C=CC1OC1=C2C(=NC=C1)C=C(S2)C2=CN=CN2C)N (3-Fluoro-4-(2-(1-methyl-1H-imidazol-5-yl)thieno[3,2-b]pyridin-7-yloxy)benzenamine). Yields the product FC=1C=C(C=CC1OC1=C2C(=NC=C1)C=C(S2)C2=CN=CN2C)NC(CC(=O)NC2=CC=CC=C2)=O (N1-(3-Fluoro-4-(2-(1-methyl-1H-imidazol-5-yl)thieno[3,2-b]pyridin-7-yloxy)phenyl)-N3-phenylmalonamide). The yield is 5.0%. Procedure: Following the procedure described for compound 5b (example 2, step 6) but substituting amine 9 for compound 18, title compound 5e was obtained in 5% yield. MS (m/z): 502.0 (M+H). The reactants are C1CCOC1, CC1(C)CC(=O)CC(C)(C)C1, CCOC(C)=O, O=C(c1ccc(O)cc1)c1ccc(OCCO)cc1. As a reaction SMILES: [CH2:37]1[O:38][CH2:39][CH2:40][CH2:41]1.[CH3:20][C:21]1([CH3:30])[CH2:22][C:23](=[O:29])[CH2:24][C:25]([CH3:27])([CH3:28])[CH2:26]1.[CH3:31][CH2:32][O:33][C:34]([CH3:35])=[O:36].[OH:1][CH2:2][CH2:3][O:4][c:5]1[cH:6][cH:7][c:8]([C:11](=[O:12])[c:13]2[cH:14][cH:15][c:16]([OH:19])[cH:17][cH:18]2)[cH:9][cH:10]1>>[OH:1][CH2:2][CH2:3][O:4][c:5]1[cH:6][cH:7][c:8]([C:11]([c:13]2[cH:14][cH:15][c:16]([OH:19])[cH:17][cH:18]2)=[C:23]2[CH2:22][C:21]([CH3:20])([CH3:30])[CH2:26][C:25]([CH3:27])([CH3:28])[CH2:24]2)[cH:9][cH:10]1. Yields the product CC1(C)CC(=C(c2ccc(O)cc2)c2ccc(OCCO)cc2)CC(C)(C)C1. Starting materials: FC1=C(C=CC(=C1)F)CCC(=O)C1=CC(=C(N1)C)C (5-[3-(2,4-difluorophenyl)propionyl]-2,3-dimethylpyrrole), BrCC=C (3-bromo-1-propene). The product is FC1=C(C=CC(=C1)F)CCC(=O)C1=CC(=C(N1CC=C)C)C (5-[3-(2,4-Difluorophenyl)propionyl]-2,3-dimethyl-1-(2-propenyl)pyrrole). Isolated yield 81.7%. RXN SMILES: [F:1][C:2]1[CH:7]=[C:6]([F:8])[CH:5]=[CH:4][C:3]=1[CH2:9][CH2:10][C:11]([C:13]1[NH:17][C:16]([CH3:18])=[C:15]([CH3:19])[CH:14]=1)=[O:12].Br[CH2:21][CH:22]=[CH2:23]>>[F:1][C:2]1[CH:7]=[C:6]([F:8])[CH:5]=[CH:4][C:3]=1[CH2:9][CH2:10][C:11]([C:13]1[N:17]([CH2:23][CH:22]=[CH2:21])[C:16]([CH3:18])=[C:15]([CH3:19])[CH:14]=1)=[O:12]. Procedure: The title compound was prepared as a pale yellow oil in 81.7% yield in a similar procedure to that described in Referential Example 97 by using 5-[3-(2,4-difluorophenyl)propionyl]-2,3-dimethylpyrrole and 3-bromo-1-propene. Starting materials: C([C@H](O)C1=CC=CC=C1)(=O)O.N[C@@H](CC(=O)OC)CC1=C(C=C(C(=C1)F)F)F (Methyl(3R)-3-amino-4-(2,4,5-trifluorophenyl)butanoate (R)-(−)-mandelate), C(=O)([O-])[O-].[Na+].[Na+] (Na2CO3). Run in O (water). Conditions: time 12.5 minute. The product is N[C@@H](CC(=O)OC)CC1=C(C=C(C(=C1)F)F)F (Methyl(3R)-3-amino-4-(2,4,5-trifluorophenyl)butanoate). As a reaction SMILES: C(O)(=O)[C@@H](C1C=CC=CC=1)O.[NH2:12][C@H:13]([CH2:19][C:20]1[CH:25]=[C:24]([F:26])[C:23]([F:27])=[CH:22][C:21]=1[F:28])[CH2:14][C:15]([O:17][CH3:18])=[O:16].C([O-])([O-])=O.[Na+].[Na+]>O>[NH2:12][C@H:13]([CH2:19][C:20]1[CH:25]=[C:24]([F:26])[C:23]([F:27])=[CH:22][C:21]=1[F:28])[CH2:14][C:15]([O:17][CH3:18])=[O:16] |f:0.1,2.3.4|. Procedure: The methyl(3R)-3-amino-4-(2,4,5-trifluorophenyl)butanoate (R)-(−)-mandelate (30) (113.0 gm) was taken in water (10.0 vol, 1.13 Ltr) and the suspension was stirred for 10-15 minutes. The suspension was further basified by using a 10% Na2CO3 solution (1.0 vol, 113.0 ml) until the pH of the reaction mixture reached 8-9. The product was extracted in ethyl acetate (2×10.0 vol, 2×1.13 Ltr). The combined ethyl acetate layers were further washed with water (2×10.0 vol, 2×1.13 Ltr). The product was isola... Reactants: CC(=O)O, CSc1nnc(-c2cccnc2)n1C, ClC(Cl)Cl, [K+], O=[Mn](=O)(=O)[O-], [Na+], [OH-], O. Yields the product Cn1c(-c2cccnc2)nnc1S(C)(=O)=O. RXN SMILES: [CH3:28][C:29](=[O:30])[OH:31].[CH3:7][n:8]1[c:9](-[c:15]2[cH:16][n:17][cH:18][cH:19][cH:20]2)[n:10][n:11][c:12]1[S:13][CH3:14].[Cl:23][CH:24]([Cl:25])[Cl:26].[K+:6].[Mn:1](=[O:2])([O-:3])(=[O:4])=[O:5].[Na+:22].[OH-:21].[OH2:27]>>[O:2]=[S:13]([c:12]1[n:8]([CH3:7])[c:9](-[c:15]2[cH:16][n:17][cH:18][cH:19][cH:20]2)[n:10][n:11]1)([CH3:14])=[O:21].